This data is from the Open Reaction Database (ORD), a public repository of structured organic reaction records. The task is: describe an organic reaction: reactants, conditions, products, and yield Starting materials: Brc1cccc(Br)n1, C1CCOC1, c1ccc(P(c2ccccc2)(c2ccccc2)[Pd](P(c2ccccc2)(c2ccccc2)c2ccccc2)(P(c2ccccc2)(c2ccccc2)c2ccccc2)P(c2ccccc2)(c2ccccc2)c2ccccc2)cc1, OB(O)c1ccsc1. Product: Brc1cccc(-c2ccsc2)n1. RXN SMILES: [Br:1][c:2]1[n:3][c:4]([Br:8])[cH:5][cH:6][cH:7]1.[O:17]1[CH2:18][CH2:19][CH2:20][CH2:21]1.[cH:22]1[cH:23][cH:24][c:25]([P:26]([Pd:27]([P:28]([c:29]2[cH:30][cH:31][cH:32][cH:33][cH:34]2)([c:35]2[cH:36][cH:37][cH:38][cH:39][cH:40]2)[c:41]2[cH:42][cH:43][cH:44][cH:45][cH:46]2)([P:47]([c:48]2[cH:49][cH:50][cH:51][cH:52][cH:53]2)([c:54]2[cH:55][cH:56][cH:57][cH:58][cH:59]2)[c:60]2[cH:61][cH:62][cH:63][cH:64][cH:65]2)[P:66]([c:67]2[cH:68][cH:69][cH:70][cH:71][cH:72]2)([c:73]2[cH:74][cH:75][cH:76][cH:77][cH:78]2)[c:79]2[cH:80][cH:81][cH:82][cH:83][cH:84]2)([c:85]2[cH:86][cH:87][cH:88][cH:89][cH:90]2)[c:91]2[cH:92][cH:93][cH:94][cH:95][cH:96]2)[cH:97][cH:98]1.[s:9]1[cH:10][c:11]([B:14]([OH:15])[OH:16])[cH:12][cH:13]1>>[c:2]1(-[c:11]2[cH:10][s:9][cH:13][cH:12]2)[n:3][c:4]([Br:8])[cH:5][cH:6][cH:7]1. Reactants: CN1CCC2=C(C(C1)O)C=CS2 (6-methyl-5,6,7,8-tetrahydro-4H-thieno[2,3-d]azepin-4-ol), C(N)(=O)C1=CC(=C(C=C1)F)Cl (4-carbamoyl-2-chloro-1-fluorobenzene). Product: Cl.C(N)(=O)C1=CC(=C(C=C1)OC1C2=C(CCN(C1)C)SC=C2)Cl (4-(4-Carbamoyl-2-chlorophenyloxy)-6-methyl-5,6,7,8-tetrahydro-4H-thieno[2,3-d]azepine hydrochloride). As a reaction SMILES: [CH3:1][N:2]1[CH2:8][CH:7]([OH:9])[C:6]2[CH:10]=[CH:11][S:12][C:5]=2[CH2:4][CH2:3]1.[C:13]([C:16]1[CH:21]=[CH:20][C:19](F)=[C:18]([Cl:23])[CH:17]=1)(=[O:15])[NH2:14]>>[ClH:23].[C:13]([C:16]1[CH:21]=[CH:20][C:19]([O:9][CH:7]2[CH2:8][N:2]([CH3:1])[CH2:3][CH2:4][C:5]3[S:12][CH:11]=[CH:10][C:6]2=3)=[C:18]([Cl:23])[CH:17]=1)(=[O:15])[NH2:14] |f:2.3|. Reported procedure: The same method as in Example 3 was conducted using 6-methyl-5,6,7,8-tetrahydro-4H-thieno[2,3-d]azepin-4-ol (Reference Example 28) instead of 6-methyl-4,5,6,7-tetrahydrothieno[2,3-c]pyridin-4-ol (Reference Example 6) and was conducted using 4-carbamoyl-2-chloro-1-fluorobenzene instead of 1,3-difluorobenzene to give the objective compound. The reactants are CCOC(=O)c1ccc(CNC(=O)OC(C)(C)C)cn1, C1CCOC1, [Li+], [OH-], O. Yields the product [Li+], CC(C)(C)OC(=O)NCc1ccc(C(=O)[O-])nc1. Reaction SMILES: [CH2:1]([CH3:2])[O:3][C:4](=[O:5])[c:6]1[n:7][cH:8][c:9]([CH2:12][NH:13][C:14](=[O:15])[O:16][C:17]([CH3:18])([CH3:19])[CH3:20])[cH:10][cH:11]1.[CH2:24]1[O:25][CH2:26][CH2:27][CH2:28]1.[Li+:21].[OH-:22].[OH2:23]>>[Li+:21].[O:3]=[C:4]([O-:5])[c:6]1[n:7][cH:8][c:9]([CH2:12][NH:13][C:14](=[O:15])[O:16][C:17]([CH3:18])([CH3:19])[CH3:20])[cH:10][cH:11]1. Starting materials: NC=1C=C(C=CC1)C1=NN2C(C=CC=C2)=C1C1=NC(=NC=C1)NC1=CC2=C(OCCO2)C=C1 ({4-[2-(3-amino-phenyl)-pyrazolo[1,5-a]pyridin-3-yl]-pyrimidin-2-yl}-(2,3-dihydro-benzo[1,4]dioxin-6-yl)-amine), CN1C(=CC=C1)C(=O)Cl (N-methylpyrrole carbonyl chloride). Run in C(Cl)Cl (DCM), C1CCOC1 (THF). The product is O1CCOC2=C1C=CC(=C2)NC2=NC=CC(=N2)C=2C(=NN1C2C=CC=C1)C=1C=C(C=CC1)NC(=O)C=1N(C=CC1)C (1-Methyl-1H-pyrrole-2-carboxylic acid (3-{3-[2-(2,3-dihydro-benzo[1,4]dioxin-6-ylamino)-pyrimidin-4-yl]-pyrazolo[1,5-a]pyridin-2-yl}-phenyl)-amide). Yield: 91.2%. As a reaction SMILES: [NH2:1][C:2]1[CH:3]=[C:4]([C:8]2[C:16]([C:17]3[CH:22]=[CH:21][N:20]=[C:19]([NH:23][C:24]4[CH:33]=[CH:32][C:27]5[O:28][CH2:29][CH2:30][O:31][C:26]=5[CH:25]=4)[N:18]=3)=[C:11]3[CH:12]=[CH:13][CH:14]=[CH:15][N:10]3[N:9]=2)[CH:5]=[CH:6][CH:7]=1.[CH3:34][N:35]1[CH:39]=[CH:38][CH:37]=[C:36]1[C:40](Cl)=[O:41]>C1COCC1.C(Cl)Cl>[O:28]1[C:27]2[CH:32]=[CH:33][C:24]([NH:23][C:19]3[N:18]=[C:17]([C:16]4[C:8]([C:4]5[CH:3]=[C:2]([NH:1][C:40]([C:36]6[N:35]([CH3:34])[CH:39]=[CH:38][CH:37]=6)=[O:41])[CH:7]=[CH:6][CH:5]=5)=[N:9][N:10]5[CH:15]=[CH:14][CH:13]=[CH:12][C:11]=45)[CH:22]=[CH:21][N:20]=3)=[CH:25][C:26]=2[O:31][CH2:30][CH2:29]1. Procedure: To a solution of {4-[2-(3-amino-phenyl)-pyrazolo[1,5-a]pyridin-3-yl]-pyrimidin-2-yl}-(2,3-dihydro-benzo[1,4]dioxin-6-yl)-amine (105 mg, 0.24 mmol) in 5 mL THF was added N-methylpyrrole carbonyl chloride (37 mg, 0.26 mmol). When TLC showed the reaction to be complete, the solution was diluted with DCM and washed with a solution of saturated NaHCO3 and with brine. The organic phase was dried over MgSO4 and concentrated. The residue was triturated with diethyl ether to give the title compound as a ...